Dataset: the Open Reaction Database (ORD), a public repository of structured organic reaction records. Task: describe an organic reaction: reactants, conditions, products, and yield Reaction SMILES: [CH3:10][N:11]([CH3:12])[CH2:13][CH2:14][CH2:15][N:16]=[C:17]=[N:18][CH2:19][CH3:20].[CH3:57][N:58]([CH3:59])[c:60]1[cH:61][cH:62][n:63][cH:64][cH:65]1.[ClH:21].[NH2:22][c:23]1[cH:24][c:25]2[cH:26][c:27]([C:40](=[O:41])[NH:42][c:43]3[cH:44][cH:45][c:46]([NH:49][C:50]([O:51][C:52]([CH3:53])([CH3:54])[CH3:55])=[O:56])[cH:47][cH:48]3)[n:28]([CH2:32][c:33]3[c:34]([F:39])[cH:35][cH:36][cH:37][cH:38]3)[c:29]2[cH:30][cH:31]1.[O:1]1[CH:2]([CH2:6][C:7](=[O:8])[OH:9])[CH2:3][CH2:4][CH2:5]1.[O:66]=[CH:67][N:68]([CH3:69])[CH3:70]>>[O:1]1[CH:2]([CH2:6][C:7](=[O:9])[NH:22][c:23]2[cH:24][c:25]3[cH:26][c:27]([C:40](=[O:41])[NH:42][c:43]4[cH:44][cH:45][c:46]([NH:49][C:50]([O:51][C:52]([CH3:53])([CH3:54])[CH3:55])=[O:56])[cH:47][cH:48]4)[n:28]([CH2:32][c:33]4[c:34]([F:39])[cH:35][cH:36][cH:37][cH:38]4)[c:29]3[cH:30][cH:31]2)[CH2:3][CH2:4][CH2:5]1. Starting materials: CCN=C=NCCCN(C)C, CN(C)c1ccncc1, Cl, CC(C)(C)OC(=O)Nc1ccc(NC(=O)c2cc3cc(N)ccc3n2Cc2ccccc2F)cc1, O=C(O)CC1CCCO1, CN(C)C=O. Product: CC(C)(C)OC(=O)Nc1ccc(NC(=O)c2cc3cc(NC(=O)CC4CCCO4)ccc3n2Cc2ccccc2F)cc1. Reactants: CCCc1nc2c(C)cc(-c3nc4ccccc4n3C)cc2n1Cc1ccc(-c2ccccc2S(N)(=O)=O)cc1, O=C=NC1CCCCC1, c1ccncc1. Yields the product CCCc1nc2c(C)cc(-c3nc4ccccc4n3C)cc2n1Cc1ccc(-c2ccccc2S(=O)(=O)NC(=O)NC2CCCCC2)cc1. As a reaction SMILES: [CH2:1]([CH2:2][CH3:3])[c:4]1[n:5][c:6]2[c:7]([n:8]1[CH2:9][c:10]1[cH:11][cH:12][c:13](-[c:16]3[c:17]([S:22]([NH2:23])(=[O:24])=[O:25])[cH:18][cH:19][cH:20][cH:21]3)[cH:14][cH:15]1)[cH:26][c:27](-[c:31]1[n:32][c:33]3[c:34]([n:35]1[CH3:36])[cH:37][cH:38][cH:39][cH:40]3)[cH:28][c:29]2[CH3:30].[CH:41]1([N:47]=[C:48]=[O:49])[CH2:42][CH2:43][CH2:44][CH2:45][CH2:46]1.[cH:50]1[cH:51][cH:52][n:53][cH:54][cH:55]1>>[CH2:1]([CH2:2][CH3:3])[c:4]1[n:5][c:6]2[c:7]([n:8]1[CH2:9][c:10]1[cH:11][cH:12][c:13](-[c:16]3[c:17]([S:22]([NH:23][C:48]([NH:47][CH:41]4[CH2:42][CH2:43][CH2:44][CH2:45][CH2:46]4)=[O:49])(=[O:24])=[O:25])[cH:18][cH:19][cH:20][cH:21]3)[cH:14][cH:15]1)[cH:26][c:27](-[c:31]1[n:32][c:33]3[c:34]([n:35]1[CH3:36])[cH:37][cH:38][cH:39][cH:40]3)[cH:28][c:29]2[CH3:30]. Starting materials: CC(C)O, CCS(=O)c1ncc(C(=O)c2cc(C)ccc2OC)c(N)n1, CC(=O)N1CCC(N)CC1. Product: COc1ccc(C)cc1C(=O)c1cnc(NC2CCN(C(C)=O)CC2)nc1N. As a reaction SMILES: [CH:33]([OH:34])([CH3:35])[CH3:36].[NH2:1][c:2]1[n:3][c:4]([S:19]([CH2:20][CH3:21])=[O:22])[n:5][cH:6][c:7]1[C:8](=[O:9])[c:10]1[c:11]([O:17][CH3:18])[cH:12][cH:13][c:14]([CH3:16])[cH:15]1.[NH2:23][CH:24]1[CH2:25][CH2:26][N:27]([C:30]([CH3:31])=[O:32])[CH2:28][CH2:29]1>>[NH2:1][c:2]1[n:3][c:4]([NH:23][CH:24]2[CH2:25][CH2:26][N:27]([C:30]([CH3:31])=[O:32])[CH2:28][CH2:29]2)[n:5][cH:6][c:7]1[C:8](=[O:9])[c:10]1[c:11]([O:17][CH3:18])[cH:12][cH:13][c:14]([CH3:16])[cH:15]1. Starting materials: [BH4-].[Na+] (Sodium tetrahydroborate), BrC1=NN2C(N=C(C=C2C(F)(F)F)C=2C(=NN(C2)CC)C)=C1 (2-bromo-5-(1-ethyl-3-methyl-1H-pyrazol-4-yl)-7-(trifluoromethyl)pyrazolo[1,5-a]pyrimidine), Cl (HCl). The solvent is C(C)O (Ethanol). Run at time 3 hour. Yields the product BrC1=NN2C(NC(CC2C(F)(F)F)C=2C(=NN(C2)C)C)=C1 (2-bromo-5-(1,3-dimethyl-1H-pyrazol-4-yl)-7-(trifluoromethyl)-4,5,6,7-tetrahydropyrazolo[1,5-a]pyrimidine). Isolated yield 77.6%. Reaction SMILES: [BH4-].[Na+].[Br:3][C:4]1[CH:24]=[C:7]2[N:8]=[C:9]([C:16]3[C:17]([CH3:23])=[N:18][N:19]([CH2:21]C)[CH:20]=3)[CH:10]=[C:11]([C:12]([F:15])([F:14])[F:13])[N:6]2[N:5]=1.Cl>C(O)C>[Br:3][C:4]1[CH:24]=[C:7]2[NH:8][CH:9]([C:16]3[C:17]([CH3:23])=[N:18][N:19]([CH3:21])[CH:20]=3)[CH2:10][CH:11]([C:12]([F:13])([F:14])[F:15])[N:6]2[N:5]=1 |f:0.1|. Reported procedure: Sodium tetrahydroborate (472 mg) was slowly added to a suspension of 2-bromo-5-(1-ethyl-3-methyl-1H-pyrazol-4-yl)-7-(trifluoromethyl)pyrazolo[1,5-a]pyrimidine (Preparation 7, 1.8 g) in Ethanol (20 mL). The reaction mixture was stirred at room temperature for 3 hours. The reaction solution was then very slowly added to ice cooled 1N HCl until a pH=2.0 was achieved to quench any remaining sodium tetrahydroborate. The solution was then concentrated under high vacuum to remove the majority of ethano... The reactants are C(C1=CC=CC=C1)OC=1C=C(C=2OC3=CC(=CC=C3C(C2)=O)OCC2CO2)C=C(C1)OCC1=CC=CC=C1 (3′,5′-Dibenzyloxy-7-(2,3-epoxy-propoxy)-flavone), C(C1=CC=CC=C1)OC=1C=C(C=2OC3=CC(=CC=C3C(C2)=O)OCC2CO2)C=C(C1)OCC1=CC=CC=C1 (3′,5′-Dibenzyloxy-7-(2,3-epoxy-propoxy)-flavone), C1(=CC=CC=C1)N1CCNCC1 (1-phenyl piperazine). The solvent is CO (methanol). Product: C(C1=CC=CC=C1)OC=1C=C(C=2OC3=CC(=CC=C3C(C2)=O)OCC(CN2CCN(CC2)C2=CC=CC=C2)O)C=C(C1)OCC1=CC=CC=C1 (3′,5′-Dibenzyloxy-7-[2-hydroxy-3-(4-phenylpiperazin-1-yl)-propoxy]-flavone). RXN SMILES: [CH2:1]([O:8][C:9]1[CH:10]=[C:11]([CH:28]=[C:29]([O:31][CH2:32][C:33]2[CH:38]=[CH:37][CH:36]=[CH:35][CH:34]=2)[CH:30]=1)[C:12]1[O:13][C:14]2[C:19]([C:20](=[O:22])[CH:21]=1)=[CH:18][CH:17]=[C:16]([O:23][CH2:24][CH:25]1[O:27][CH2:26]1)[CH:15]=2)[C:2]1[CH:7]=[CH:6][CH:5]=[CH:4][CH:3]=1.[C:39]1([N:45]2[CH2:50][CH2:49][NH:48][CH2:47][CH2:46]2)[CH:44]=[CH:43][CH:42]=[CH:41][CH:40]=1>CO>[CH2:32]([O:31][C:29]1[CH:28]=[C:11]([CH:10]=[C:9]([O:8][CH2:1][C:2]2[CH:3]=[CH:4][CH:5]=[CH:6][CH:7]=2)[CH:30]=1)[C:12]1[O:13][C:14]2[C:19]([C:20](=[O:22])[CH:21]=1)=[CH:18][CH:17]=[C:16]([O:23][CH2:24][CH:25]([OH:27])[CH2:26][N:48]1[CH2:49][CH2:50][N:45]([C:39]3[CH:44]=[CH:43][CH:42]=[CH:41][CH:40]=3)[CH2:46][CH2:47]1)[CH:15]=2)[C:33]1[CH:38]=[CH:37][CH:36]=[CH:35][CH:34]=1. Procedure details: 3′,5′-Dibenzyloxy-7-(2,3-epoxy-propoxy)-flavone, 28 (2.5 g, 4.9 mmol) and 1-phenyl piperazine (0.76 mL, 5 mmol) in dry methanol (180 mL) were reacted in a similar manner to that described under 34 to afford 36. Yield 3.1 g (94%); mp 168-170° C.; MS (FAB) 669 (M++1); IR (KBr) 3389, 1634; 1H NMR (200 MHz, CDCl3) δ 8.12 (d, J=8.6 Hz, 1H), 7.46-7.30 (m, 10H), 7.26-7.23 (m, 2H), 7.11 (d, J=1.9 Hz, 2H), 7.00 (d, J=8.5 Hz, 1H), 6.98 (s, 1H), 6.95-6.86 (m, 3H), 6.76 (s, 1H), 6.69 (s, 1H), 5.09 (s, 4H), ...